Dataset: the Open Reaction Database (ORD), a public repository of structured organic reaction records. Task: describe an organic reaction: reactants, conditions, products, and yield Reactants: CCO, CCOCC, [Cl-], N#C[K], [NH4+], [Na+], [OH-], O, O=C1CCSCC1. Yields the product N#CC1(N)CCSCC1. As a reaction SMILES: [CH2:15]([OH:16])[CH3:17].[CH2:19]([O:20][CH2:21][CH3:22])[CH3:23].[Cl-:11].[K:8][C:9]#[N:10].[NH4+:12].[Na+:14].[OH-:13].[OH2:18].[S:1]1[CH2:2][CH2:3][C:4](=[O:7])[CH2:5][CH2:6]1>>[S:1]1[CH2:2][CH2:3][C:4]([C:9]#[N:10])([NH2:12])[CH2:5][CH2:6]1. Starting materials: N1C(=NC2=C1C=CC=C2)CCCNC ([3-(1H-benzimidazole-2-yl)propyl]methylamine), N1=CNC2=C1C=CC=C2 (benzimidazole), C([O-])([O-])=O.[K+].[K+] (potassium carbonate), COC(C(CCCBr)(C(C)C)C1=CC=C(C=C1)Br)=O (5-bromo-2-(4-bromophenyl)-2-isopropylpentanoic acid methyl ester). Solvent: C(C)O (ethanol). The product is COC(C(CCCN(C)CCCC1=NC2=C(N1)C=CC=C2)(C(C)C)C2=CC=C(C=C2)Br)=O (5-{[3-(1H-benzimidazole-2-yl)propyl]methylamino}-2-(4-bromophenyl)-2-isopropyl pentanoic acid methyl ester). As a reaction SMILES: [CH3:1][O:2][C:3](=[O:19])[C:4]([C:12]1[CH:17]=[CH:16][C:15]([Br:18])=[CH:14][CH:13]=1)([CH:9]([CH3:11])[CH3:10])[CH2:5][CH2:6][CH2:7]Br.[NH:20]1[C:24]2[CH:25]=[CH:26][CH:27]=[CH:28][C:23]=2[N:22]=[C:21]1[CH2:29][CH2:30][CH2:31][NH:32][CH3:33].N1C2C=CC=CC=2NC=1.C(=O)([O-])[O-].[K+].[K+]>C(O)C>[CH3:1][O:2][C:3](=[O:19])[C:4]([C:12]1[CH:17]=[CH:16][C:15]([Br:18])=[CH:14][CH:13]=1)([CH:9]([CH3:11])[CH3:10])[CH2:5][CH2:6][CH2:7][N:32]([CH2:31][CH2:30][CH2:29][C:21]1[NH:20][C:24]2[CH:25]=[CH:26][CH:27]=[CH:28][C:23]=2[N:22]=1)[CH3:33] |f:3.4.5|. Procedure details: After the 5-bromo-2-(4-bromophenyl)-2-isopropylpentanoic acid methyl ester (1 g, 1 eq) was dissolved in ethanol, [3-(1H-benzimidazole-2-yl)propyl]methylamine (0.66 g, 1 eq) as a benzimidazole derivative, and potassium carbonate (0.58 g, 1.2 eq) were added into the solution and heated and refluxed for 3 hours. When the reaction was completed, the precipitate was filtrated and the solvent was removed at low pressures. The target compound 5-{[3-(1H-benzimidazole-2-yl)propyl]methylamino}-2-(4-bromop... Reactants: ClC1=NC=C2NC=NC2=N1 (chloropurine), C1(CCCC1)OC=1C=C(CN2C=NC(C=3NC(=NC23)C(C)C)=O)C=CC1OC (3-(3-Cyclopentyloxy-4-methoxy-benzyl)-8-isopropyl-hypoxanthine), P(=O)(Cl)(Cl)Cl (phosphorus oxychloride), N (ammonia), N (ammonia). The solvent is C1CCOC1 (THF). The product is NC1=C2N=C(N=C2N(C=N1)CC1=CC(=C(C=C1)OC)OC1CCCC1)C(C)C (6-Amino-3-(3-cyclopentyloxy-4-methoxy-benzyl)-8-isopropyl-3H-purine). As a reaction SMILES: [CH:1]1([O:6][C:7]2[CH:8]=[C:9]([CH:24]=[CH:25][C:26]=2[O:27][CH3:28])[CH2:10][N:11]2[C:19]3[N:18]=[C:17]([CH:20]([CH3:22])[CH3:21])[NH:16][C:15]=3[C:14](=O)[N:13]=[CH:12]2)[CH2:5][CH2:4][CH2:3][CH2:2]1.P(Cl)(Cl)(Cl)=O.ClC1N=C2C(NC=N2)=C[N:36]=1.N>C1COCC1>[NH2:36][C:14]1[N:13]=[CH:12][N:11]([CH2:10][C:9]2[CH:24]=[CH:25][C:26]([O:27][CH3:28])=[C:7]([O:6][CH:1]3[CH2:5][CH2:4][CH2:3][CH2:2]3)[CH:8]=2)[C:19]2[C:15]=1[N:16]=[C:17]([CH:20]([CH3:22])[CH3:21])[N:18]=2. Reported procedure: 3-(3-Cyclopentyloxy-4-methoxy-benzyl)-8-isopropyl-hypoxanthine (5.74 g, 15 mmole) and phosphorus oxychloride (60 ml) were heated to 65° C. for 30 minutes. The reaction mixture was evaporated to dryness in vacuo and the residue evaporated twice with toluene. The crude chloropurine (15 mmole) was dissolved in THF (80ml ) and 32% aqueous ammonia solution (36.2 ml) and heated together with liquid ammonia (50 g) in a 450 ml pressure reactor to 60° C. (340 psi) for 4 hours. The solvents were evaporate... Reactants: Cl.CC1(OB(OC1(C)C)C=1C=NN(C1)C1CCNCC1)C (4-[4-(4,4,5,5-tetramethyl-[1,3,2]dioxaborolan-2-yl)-pyrazol-1-yl]-piperidine hydrochloride), BrCCO[Si](C)(C)C(C)(C)C ((2-bromoethoxy)-tert-butyldimethylsilane), CCN(C(C)C)C(C)C (DIPEA), [I-].[K+] (potassium iodide). Solvent: CN(C)C=O (DMF). Run at temperature 50 celsius. The product is CC(C)N1CCC(CC1)N1N=CC(=C1)B1OC(C(O1)(C)C)(C)C (1-(propan-2-yl)-4-[4-(4,4,5,5-tetramethyl-1,3,2-dioxaborolan-2-yl)-1H-pyrazol-1-yl]piperidine). RXN SMILES: Cl.[CH3:2][C:3]1([CH3:21])[C:7]([CH3:9])([CH3:8])[O:6][B:5]([C:10]2[CH:11]=[N:12][N:13]([CH:15]3[CH2:20][CH2:19][NH:18][CH2:17][CH2:16]3)[CH:14]=2)[O:4]1.BrCCO[Si]([C:29](C)([CH3:31])[CH3:30])(C)C.CCN(C(C)C)C(C)C.[I-].[K+]>CN(C=O)C>[CH3:30][CH:29]([N:18]1[CH2:19][CH2:20][CH:15]([N:13]2[CH:14]=[C:10]([B:5]3[O:6][C:7]([CH3:8])([CH3:9])[C:3]([CH3:21])([CH3:2])[O:4]3)[CH:11]=[N:12]2)[CH2:16][CH2:17]1)[CH3:31] |f:0.1,4.5|. Procedure: A solution of 4-[4-(4,4,5,5-tetramethyl-[1,3,2]dioxaborolan-2-yl)-pyrazol-1-yl]-piperidine hydrochloride (500 mg, 1.59 mmol) in DMF (15.0 mL) was charged with (2-bromoethoxy)-tert-butyldimethylsilane (0.376 mL, 1.75 mmol), DIPEA (0.694 mL, 3.99 mmol) and potassium iodide (26 mg, 0.16 mmol) and was heated at 50° C. for 16 h. The DMF was then concentrated in vacuo. The product was purified by flash chromatography (0 to 15% MeOH:EtOAc) to afford the title compound. 1H NMR (400 MHz, CD3OD): δ 7.90 (...